Dataset: the Open Reaction Database (ORD), a public repository of structured organic reaction records. Task: describe an organic reaction: reactants, conditions, products, and yield The reactants are C(Cl)Cl (CH2Cl2), BrC1=CC=2N(C=C1)C(=CN2)C(=O)NC2=C(C=CC(=C2)C(NCC2=CC(=C(C=C2)F)F)=O)F (7-bromo-N-(5-(3,4-difluorobenzylcarbamoyl)-2-fluorophenyl)imidazo[1,2-a]pyridine-3-carboxamide), BrC1=CC=2N(C=C1)C(=CN2)C(=O)NC2=C(C=CC(=C2)C(NCC2=CC(=C(C=C2)F)F)=O)F (7-bromo-N-(5-(3,4-difluorobenzylcarbamoyl)-2-fluorophenyl)imidazo[1,2-a]pyridine-3-carboxamide), FC1=C(C(=O)OC)C=CC(=C1)B1OC(C(O1)(C)C)(C)C (methyl 2-fluoro-4-(4,4,5,5-tetramethyl-1,3,2-dioxaborolan-2-yl)benzoate), C([O-])([O-])=O.[Cs+].[Cs+] (cesium carbonate). Solvent: O (water), COCCOC (DME). The product is FC=1C=C(CNC(=O)C=2C=CC(=C(C2)NC(=O)C2=CN=C3N2C=CC(=C3)C3=CC(=C(C(=O)OC)C=C3)F)F)C=CC1F (Methyl 4-(3-(5-(3,4-difluorobenzylcarbamoyl)-2-fluorophenylcarbamoyl)imidazo[1,2-a]pyridin-7-yl)-2-fluorobenzoate). As a reaction SMILES: Br[C:2]1[CH:7]=[CH:6][N:5]2[C:8]([C:11]([NH:13][C:14]3[CH:19]=[C:18]([C:20](=[O:31])[NH:21][CH2:22][C:23]4[CH:28]=[CH:27][C:26]([F:29])=[C:25]([F:30])[CH:24]=4)[CH:17]=[CH:16][C:15]=3[F:32])=[O:12])=[CH:9][N:10]=[C:4]2[CH:3]=1.[F:33][C:34]1[CH:43]=[C:42](B2OC(C)(C)C(C)(C)O2)[CH:41]=[CH:40][C:35]=1[C:36]([O:38][CH3:39])=[O:37].C(=O)([O-])[O-].[Cs+].[Cs+].C(Cl)Cl>O.COCCOC>[F:30][C:25]1[CH:24]=[C:23]([CH:28]=[CH:27][C:26]=1[F:29])[CH2:22][NH:21][C:20]([C:18]1[CH:17]=[CH:16][C:15]([F:32])=[C:14]([NH:13][C:11]([C:8]2[N:5]3[CH:6]=[CH:7][C:2]([C:42]4[CH:41]=[CH:40][C:35]([C:36]([O:38][CH3:39])=[O:37])=[C:34]([F:33])[CH:43]=4)=[CH:3][C:4]3=[N:10][CH:9]=2)=[O:12])[CH:19]=1)=[O:31] |f:2.3.4|. Procedure: 7-Bromo-N-(5-(3,4-difluorobenzylcarbamoyl)-2-fluorophenyl)imidazo[1,2-a]pyridine-3-carboxamide (Intermediate 3A) (500 mg, 0.993 mmol), methyl 2-fluoro-4-(4,4,5,5-tetramethyl-1,3,2-dioxaborolan-2-yl)benzoate (306 mg, 1.093 mmol) and cesium carbonate (1295 mg, 3.97 mmol) in water (2 ml)/DME (5 ml) were mixed to give a suspension. The mixture was degassed with nitrogen and PdCl2(dppf).CH2Cl2 adduct (40.6 mg, 0.050 mmol) was added. The reaction mixture was heated using microwave radiation at 100° C.... Starting materials: BrC1=CC=2N(C=C1)N=CC2C(=O)OCC (ethyl 5-bromopyrazolo[1,5-a]pyridine-3-carboxylate), CC1(C2=C(C(=CC=C2)P(C3=CC=CC=C3)C4=CC=CC=C4)OC5=C(C=CC=C51)P(C6=CC=CC=C6)C7=CC=CC=C7)C (xantphos), C([O-])([O-])=O.[Cs+].[Cs+] (cesium carbonate), FC=1C=C(C#N)C=C(C1)[C@@H]1NC[C@H](C1)F (3-fluoro-5-((2R,4S)-4-fluoropyrrolidin-2-yl)benzonitrile). The reagents and catalysts are C=1C=CC(=CC1)/C=C/C(=O)/C=C/C2=CC=CC=C2.C=1C=CC(=CC1)/C=C/C(=O)/C=C/C2=CC=CC=C2.C=1C=CC(=CC1)/C=C/C(=O)/C=C/C2=CC=CC=C2.[Pd].[Pd] (tris(dibenzylideneacetone)dipalladium(0)). Run in O1CCOCC1 (1,4-dioxane). Reaction conditions: temperature 140 celsius. The product is C(#N)C=1C=C(C=C(C1)F)[C@@H]1N(C[C@H](C1)F)C1=CC=2N(C=C1)N=CC2C(=O)OCC (ethyl 5-((2R,4S)-2-(3-cyano-5-fluorophenyl)-4-fluoropyrrolidin-1-yl)pyrazolo[1,5-a]pyridine-3-carboxylate). RXN SMILES: Br[C:2]1[CH:7]=[CH:6][N:5]2[N:8]=[CH:9][C:10]([C:11]([O:13][CH2:14][CH3:15])=[O:12])=[C:4]2[CH:3]=1.CC1(C)C2C(=C(P(C3C=CC=CC=3)C3C=CC=CC=3)C=CC=2)OC2C(P(C3C=CC=CC=3)C3C=CC=CC=3)=CC=CC1=2.C(=O)([O-])[O-].[Cs+].[Cs+].[F:64][C:65]1[CH:66]=[C:67]([CH:70]=[C:71]([C@H:73]2[CH2:77][C@H:76]([F:78])[CH2:75][NH:74]2)[CH:72]=1)[C:68]#[N:69]>C1C=CC(/C=C/C(/C=C/C2C=CC=CC=2)=O)=CC=1.C1C=CC(/C=C/C(/C=C/C2C=CC=CC=2)=O)=CC=1.C1C=CC(/C=C/C(/C=C/C2C=CC=CC=2)=O)=CC=1.[Pd].[Pd].O1CCOCC1>[C:68]([C:67]1[CH:70]=[C:71]([C@H:73]2[CH2:77][C@H:76]([F:78])[CH2:75][N:74]2[C:2]2[CH:7]=[CH:6][N:5]3[N:8]=[CH:9][C:10]([C:11]([O:13][CH2:14][CH3:15])=[O:12])=[C:4]3[CH:3]=2)[CH:72]=[C:65]([F:64])[CH:66]=1)#[N:69] |f:2.3.4,6.7.8.9.10|. Procedure details: A N2 purged flask was charged with ethyl 5-bromopyrazolo[1,5-a]pyridine-3-carboxylate (36 mg, 0.13 mmol), tris(dibenzylideneacetone)dipalladium(0) (2.5 mg, 2 μmol), xantphos (6 mg, 8 μmol), cesium carbonate (61 mg, 0.19 mmol), 1,4-dioxane (0.5 mL) and 3-fluoro-5-((2R,4S)-4-fluoropyrrolidin-2-yl)benzonitrile (I-15) (28 mg, 0.13 mmol). The contents were heated to 140° C. for 25 minutes under microwave irradiation. Upon cooling to room temperature the reaction was partitioned with EtOAc and water. ... Procedure: 4-Chloro-1-methyl-2-phenyl-2H-pyrazolo[3,4-c]quinoline (250 mg, 0.85 mmol) was combined with ammonium formate (268 mg, 4.25 mmol), ethanol (4 mL), and palladium on carbon (10%, 25 mg). The resulting gray suspension was warmed to 60° C. and stirred at this temperature for 18 hours. The reaction was cooled to ambient temperature and filtered through CELITE filter agent. The methanol was removed under reduced pressure and the resulting material was purified by automated flash chromatography (AnaLog... Reaction conditions: temperature 60 celsius, time 18 hour. Yields the product CC=1N(N=C2C=NC=3C=CC=CC3C21)C2=CC=CC=C2 (1-methyl-2-phenyl-2H-pyrazolo[3,4-c]quinoline). Isolated yield 18.1%. The reactants are ClC1=NC=2C=CC=CC2C=2C1=NN(C2C)C2=CC=CC=C2 (4-Chloro-1-methyl-2-phenyl-2H-pyrazolo[3,4-c]quinoline), C(=O)[O-].[NH4+] (ammonium formate), C(C)O (ethanol). Solvent: C(C)#N (acetonitrile). The reagents and catalysts are [Pd] (palladium on carbon). As a reaction SMILES: Cl[C:2]1[C:11]2=[N:12][N:13]([C:16]3[CH:21]=[CH:20][CH:19]=[CH:18][CH:17]=3)[C:14]([CH3:15])=[C:10]2[C:9]2[CH:8]=[CH:7][CH:6]=[CH:5][C:4]=2[N:3]=1.C([O-])=O.[NH4+].C(O)C>[Pd].C(#N)C>[CH3:15][C:14]1[N:13]([C:16]2[CH:21]=[CH:20][CH:19]=[CH:18][CH:17]=2)[N:12]=[C:11]2[C:10]=1[C:9]1[CH:8]=[CH:7][CH:6]=[CH:5][C:4]=1[N:3]=[CH:2]2 |f:1.2|.